Dataset: the Open Reaction Database (ORD), a public repository of structured organic reaction records. Task: describe an organic reaction: reactants, conditions, products, and yield The reactants are C(C)(C)(C)OC1=C(CN(CCNC(OC(C)(C)C)=O)CCCCCCN2CCC(CC2)C2=CC=CC=C2)C=CC=C1 (tert-butyl 2-((2-tert-butoxybenzyl)(6-(4-phenylpiperidin-1-yl)hexyl)amino)ethylcarbamate), C(=O)([O-])[O-].[K+].[K+] (K2CO3), BrCCCCCCN(CCNC(OC(C)(C)C)=O)CC1=C(C=CC=C1)OC(C)(C)C (tert-butyl 2-((6-bromohexyl)(2-tert-butoxybenzyl)amino)ethylcarbamate), C(C1=CC=CC=C1)C1CCNCC1 (4-benzylpiperidine). The product is C(C)(C)(C)OC(NCCN(CC1=C(C=CC=C1)OC(C)(C)C)CCCCCCN1CCC(CC1)CC1=CC=CC=C1)=O (tert-butyl-2-((6-(4-benzylpiperidin-1-yl)hexyl)(2-tert-butoxybenzyl)amino)ethylcarbamate). Yield: 58.0%. Reaction SMILES: [C:1]([O:5][C:6]1[CH:41]=[CH:40][CH:39]=[CH:38][C:7]=1[CH2:8][N:9]([CH2:20][CH2:21][CH2:22][CH2:23][CH2:24][CH2:25][N:26]1[CH2:31][CH2:30][CH:29](C2C=CC=CC=2)[CH2:28][CH2:27]1)[CH2:10][CH2:11][NH:12][C:13](=[O:19])[O:14][C:15]([CH3:18])([CH3:17])[CH3:16])([CH3:4])([CH3:3])[CH3:2].BrCCCCCCN([CH2:60][C:61]1[CH:66]=[CH:65][CH:64]=[CH:63][C:62]=1OC(C)(C)C)CCNC(=O)OC(C)(C)C.C(C1CCNCC1)C1C=CC=CC=1.C([O-])([O-])=O.[K+].[K+]>>[C:15]([O:14][C:13](=[O:19])[NH:12][CH2:11][CH2:10][N:9]([CH2:20][CH2:21][CH2:22][CH2:23][CH2:24][CH2:25][N:26]1[CH2:27][CH2:28][CH:29]([CH2:60][C:61]2[CH:66]=[CH:65][CH:64]=[CH:63][CH:62]=2)[CH2:30][CH2:31]1)[CH2:8][C:7]1[CH:38]=[CH:39][CH:40]=[CH:41][C:6]=1[O:5][C:1]([CH3:3])([CH3:2])[CH3:4])([CH3:17])([CH3:16])[CH3:18] |f:3.4.5|. Procedure: The same procedure as described for compound 16 was applied to starting material 15 (2.4 g, 5.89 mmol), 4-benzylpiperidine (2.06 g, 11.78 mmol) and K2CO3 (0.814 g, 5.89 mmol). Purification was carried out on a silica gel TLC plate that was developed in with a 3% methanolic NH3 (7 M NH3 in methanol/97% CH2Cl2. The product was isolated as pale yellow oil (58%). 1H NMR (CDCl3) δ 7.328 (dd, 1H, Ar), 7.211 (t, 2H, Ar), 7.132 (t, 1H, Ar), 7.077 (m, 3H, Ar), 6.951 (m, 2H, Ar), 3.576 (s, 2H, —CH2—), 3.3... Reactants: C1CCOC1, COC(=O)c1cccc(NC(=O)Cc2ccc(-c3ccccc3)cc2)c1, Cl, O. Product: O=C(Cc1ccc(-c2ccccc2)cc1)Nc1cccc(C(=O)O)c1. Reaction SMILES: [CH2:28]1[O:29][CH2:30][CH2:31][CH2:32]1.[CH3:1][O:2][C:3]([c:4]1[cH:5][c:6]([NH:10][C:11]([CH2:12][c:13]2[cH:14][cH:15][c:16](-[c:19]3[cH:20][cH:21][cH:22][cH:23][cH:24]3)[cH:17][cH:18]2)=[O:25])[cH:7][cH:8][cH:9]1)=[O:26].[ClH:27].[OH2:33]>>[O:2]=[C:3]([c:4]1[cH:5][c:6]([NH:10][C:11]([CH2:12][c:13]2[cH:14][cH:15][c:16](-[c:19]3[cH:20][cH:21][cH:22][cH:23][cH:24]3)[cH:17][cH:18]2)=[O:25])[cH:7][cH:8][cH:9]1)[OH:26]. The product is COc1ccc(C(=O)Nc2c(Cl)cncc2Cl)cc1OC1CCCC1. Reaction SMILES: [CH3:18][C:19]([CH3:20])([O-:21])[CH3:22].[CH3:33][c:34]1[cH:35][cH:36][cH:37][cH:38][cH:39]1.[CH:1]1([O:6][c:7]2[cH:8][c:9]([C:10](=[O:11])[NH2:12])[cH:13][cH:14][c:15]2[O:16][CH3:17])[CH2:2][CH2:3][CH2:4][CH2:5]1.[Cl:24][c:25]1[cH:26][n:27][cH:28][c:29]([Cl:32])[c:30]1[Cl:31].[K+:23]>>[CH:1]1([O:6][c:7]2[cH:8][c:9]([C:10](=[O:11])[NH:12][c:30]3[c:25]([Cl:24])[cH:26][n:27][cH:28][c:29]3[Cl:32])[cH:13][cH:14][c:15]2[O:16][CH3:17])[CH2:2][CH2:3][CH2:4][CH2:5]1. Starting materials: CC(C)(C)[O-], Cc1ccccc1, COc1ccc(C(N)=O)cc1OC1CCCC1, Clc1cncc(Cl)c1Cl, [K+]. The reagents and catalysts are C=1C=CC(=CC1)/C=C/C(=O)/C=C/C2=CC=CC=C2.C=1C=CC(=CC1)/C=C/C(=O)/C=C/C2=CC=CC=C2.C=1C=CC(=CC1)/C=C/C(=O)/C=C/C2=CC=CC=C2.[Pd].[Pd] (tris(dibenzylideneacetone)dipalladium(0)). As a reaction SMILES: Br[C:2]1[CH:3]=[N:4][CH:5]=[C:6]([O:8][C:9]2[CH:14]=[CH:13][C:12]([O:15][CH3:16])=[CH:11][CH:10]=2)[CH:7]=1.C([N:24]1[C:28]2([CH2:32][CH2:31][N:30](C3C=NC=CC=3)[CH2:29]2)[CH2:27][CH2:26][CH2:25]1)C1C=CC=CC=1.CC(C)([O-])C.[Na+].C1(P(C2C=CC=CC=2)C2C=CC3C(=CC=CC=3)C=2C2C3C(=CC=CC=3)C=CC=2P(C2C=CC=CC=2)C2C=CC=CC=2)C=CC=CC=1>C1(C)C=CC=CC=1.C1C=CC(/C=C/C(/C=C/C2C=CC=CC=2)=O)=CC=1.C1C=CC(/C=C/C(/C=C/C2C=CC=CC=2)=O)=CC=1.C1C=CC(/C=C/C(/C=C/C2C=CC=CC=2)=O)=CC=1.[Pd].[Pd]>[CH3:16][O:15][C:12]1[CH:13]=[CH:14][C:9]([O:8][C:6]2[CH:7]=[C:2]([N:30]3[CH2:31][CH2:32][C:28]4([NH:24][CH2:25][CH2:26][CH2:27]4)[CH2:29]3)[CH:3]=[N:4][CH:5]=2)=[CH:10][CH:11]=1 |f:2.3,6.7.8.9.10|. The reactants are benzyl, BrC=1C=NC=C(C1)OC1=CC=C(C=C1)OC (3-bromo-5-(4-methoxyphenoxy)pyridine), C1(=CC=CC=C1)P(C1=C(C2=CC=CC=C2C=C1)C1=C(C=CC2=CC=CC=C12)P(C1=CC=CC=C1)C1=CC=CC=C1)C1=CC=CC=C1 (2,2′-bis(diphenylphosphino)-1,1′-binaphthyl), C(C1=CC=CC=C1)N1CCCC12CN(CC2)C=2C=NC=CC2 (1-benzyl-7-(3-pyridyl)-1,7-diazaspiro[4.4]nonane), CC(C)([O-])C.[Na+] (sodium tert-butoxide). Procedure: In an alternative approach to the synthesis of pyridine-substituted pyridyl diazaspiroalkanes, 3,5-dibromopyridine can be converted into the corresponding 5-alkoxy-3-bromo- and 5-aryloxy-3-bromopyridines by the action of sodium alkoxides or sodium aryloxides. Procedures such as those described by Comins et al., J. Org. Chem. 55: 69 (1990) and Hertog et al., Recueil Trav. Chim. Pays-Bas 74: 1171 (1955) are used. This is exemplified by the preparation 7-(5-(4-methoxyphenoxy)-3-pyridyl)-1,7-diazasp... The product is COC1=CC=C(OC=2C=C(C=NC2)N2CC3(CCCN3)CC2)C=C1 (7-(5-(4-methoxyphenoxy)-3-pyridyl)-1,7-diazaspiro[4.4]nonane). The solvent is C1(=CC=CC=C1)C (toluene). Starting materials: CC(=O)O, COC(OC)N(C)C, CC1CCCO1, CNC(=O)CN1CCC(Oc2cc(C#N)c(N)cc2OC)CC1. Yields the product CNC(=O)CN1CCC(Oc2cc(C#N)c(N=CN(C)C)cc2OC)CC1. RXN SMILES: [CH3:24][C:25](=[O:26])[OH:27].[CH3:28][O:29][CH:30]([N:31]([CH3:32])[CH3:33])[O:34][CH3:35].[CH3:36][CH:37]1[CH2:38][CH2:39][CH2:40][O:41]1.[NH2:1][c:2]1[cH:3][c:4]([O:22][CH3:23])[c:5]([O:6][CH:7]2[CH2:8][CH2:9][N:10]([CH2:13][C:14](=[O:15])[NH:16][CH3:17])[CH2:11][CH2:12]2)[cH:18][c:19]1[C:20]#[N:21]>>[N:1]([c:2]1[cH:3][c:4]([O:22][CH3:23])[c:5]([O:6][CH:7]2[CH2:8][CH2:9][N:10]([CH2:13][C:14](=[O:15])[NH:16][CH3:17])[CH2:11][CH2:12]2)[cH:18][c:19]1[C:20]#[N:21])=[CH:30][N:31]([CH3:32])[CH3:33].